This data is from the Open Reaction Database (ORD), a public repository of structured organic reaction records. The task is: describe an organic reaction: reactants, conditions, products, and yield Reactants: [I-].C1(=CC=CC=C1)C(OC(=O)C1=C(CS[C@H]2N1C([C@H]2NC(CC=2SC=CC2)=O)=O)C[P+](C2=CC=CC=C2)(C2=CC=CC=C2)C2=CC=CC=C2)C2=CC=CC=C2 ([4-diphenylmethoxycarbonyl-7β-thiopheneacetamido-ceph-3-em-3-ylmethyl]triphenylphosphonium iodide), O (water), CC(=O)C (acetone), [OH-].[Na+] (sodium hydroxide). The product is S1C(=CC=C1)CC(=O)N[C@]1([C@@H]2N(C(=C(CS2)C=P(C2=CC=CC=C2)(C2=CC=CC=C2)C2=CC=CC=C2)C(=O)OC(C2=CC=CC=C2)C2=CC=CC=C2)C1=O)OC (benzhydryl 7β-thiopheneacetamido-7-methoxy-3-(triphenylphosphoranylidenemethyl)-ceph-3-em-4-carboxylate). Reaction SMILES: [I-].[C:2]1([CH:8]([C:50]2[CH:55]=[CH:54][CH:53]=[CH:52][CH:51]=2)[O:9][C:10]([C:12]2[N:17]3[C:18](=[O:29])[C@@H:19]([NH:20][C:21](=[O:28])[CH2:22][C:23]4[S:24][CH:25]=[CH:26][CH:27]=4)[C@H:16]3[S:15][CH2:14][C:13]=2[CH2:30][P+:31]([C:44]2[CH:49]=[CH:48][CH:47]=[CH:46][CH:45]=2)([C:38]2[CH:43]=[CH:42][CH:41]=[CH:40][CH:39]=2)[C:32]2[CH:37]=[CH:36][CH:35]=[CH:34][CH:33]=2)=[O:11])[CH:7]=[CH:6][CH:5]=[CH:4][CH:3]=1.O.[OH-].[Na+].C[C:60](C)=[O:61]>>[S:24]1[CH:25]=[CH:26][CH:27]=[C:23]1[CH2:22][C:21]([NH:20][C@:19]1([O:61][CH3:60])[C:18](=[O:29])[N:17]2[C:12]([C:10]([O:9][CH:8]([C:2]3[CH:3]=[CH:4][CH:5]=[CH:6][CH:7]=3)[C:50]3[CH:55]=[CH:54][CH:53]=[CH:52][CH:51]=3)=[O:11])=[C:13]([CH:30]=[P:31]([C:32]3[CH:33]=[CH:34][CH:35]=[CH:36][CH:37]=3)([C:38]3[CH:39]=[CH:40][CH:41]=[CH:42][CH:43]=3)[C:44]3[CH:45]=[CH:46][CH:47]=[CH:48][CH:49]=3)[CH2:14][S:15][C@H:16]12)=[O:28] |f:0.1,3.4|. Procedure: To a solution of [4-diphenylmethoxycarbonyl-7β-thiopheneacetamido-ceph-3-em-3-ylmethyl]triphenylphosphonium iodide (0.1 g) in acetone:water (12 ml:2 ml) is added in an ice-bath and the pH adjusted to pH 11 with 2 N sodium hydroxide. The reaction mixture is diluted with an equal volume of solvent and filtered. The precipitate is washed with acetone and ether and dried to give benzhydryl 7β-thiopheneacetamido-7-methoxy-3-(triphenylphosphoranylidenemethyl)-ceph-3-em-4-carboxylate. Reactants: CN(C)C=O, CCOC(C)=O, [Cl-], O=C(O)CCl, Cc1ccc(Oc2ccc3nc(N)sc3c2)cc1NC(=O)c1cccc(C(C)(C)C#N)c1. Product: Cc1ccc(Oc2ccc3nc(NC(=O)CCl)sc3c2)cc1NC(=O)c1cccc(C(C)(C)C#N)c1. RXN SMILES: [CH3:39][N:40]([CH3:41])[CH:42]=[O:43].[CH3:44][CH2:45][O:46][C:47](=[O:48])[CH3:49].[Cl-:33].[Cl:34][CH2:35][C:36](=[O:37])[OH:38].[NH2:1][c:2]1[s:3][c:4]2[c:5]([n:6]1)[cH:7][cH:8][c:9]([O:11][c:12]1[cH:13][cH:14][c:15]([CH3:32])[c:16]([NH:18][C:19]([c:20]3[cH:21][c:22]([C:26]([CH3:27])([CH3:28])[C:29]#[N:30])[cH:23][cH:24][cH:25]3)=[O:31])[cH:17]1)[cH:10]2>>[NH:1]([c:2]1[s:3][c:4]2[c:5]([n:6]1)[cH:7][cH:8][c:9]([O:11][c:12]1[cH:13][cH:14][c:15]([CH3:32])[c:16]([NH:18][C:19]([c:20]3[cH:21][c:22]([C:26]([CH3:27])([CH3:28])[C:29]#[N:30])[cH:23][cH:24][cH:25]3)=[O:31])[cH:17]1)[cH:10]2)[C:36]([CH2:35][Cl:34])=[O:37].